This data is from the Open Reaction Database (ORD), a public repository of structured organic reaction records. The task is: describe an organic reaction: reactants, conditions, products, and yield Yields the product C(C)(C)(C)C=1C=C(C=2CCC(C2C1)(C)C)C(=O)NC1(CC2=CC=CC=C2C1)C(=O)O (2-[(6-tert-Butyl-1,1-dimethyl-indane-4-carbonyl)-amino]-indan-2-carboxylic acid). Starting materials: COC(=O)C1(CC2=CC=CC=C2C1)NC(=O)C=1C=2CCC(C2C=C(C1)C(C)(C)C)(C)C (2-[(6-tert-butyl-1,1-dimethyl-indane-4-carbonyl)-amino]-indan-2-carboxylic acid methyl ester), [OH-].[K+] (KOH), O (water). Procedure details: A mixture of 2-[(6-tert-butyl-1,1-dimethyl-indane-4-carbonyl)-amino]-indan-2-carboxylic acid methyl ester (600 mg, 1.4 mmol) and KOH (1.8 g, 30.8 mmol) is dissolved in EtOH (25 mL) and water (2 mL) under water bath. The water bath is removed when KOH is completely dissolved and the resulting reaction solution is stirred at RT for 8 h. After concentration in vacuo, the residue is neutralized with 1N HCl and extracted with EtOAc (3×150 mL), the organic washes are combined and concentrated in vacuo... The yield is 80.0%. Reaction SMILES: C[O:2][C:3]([C:5]1([NH:14][C:15]([C:17]2[C:18]3[CH2:19][CH2:20][C:21]([CH3:31])([CH3:30])[C:22]=3[CH:23]=[C:24]([C:26]([CH3:29])([CH3:28])[CH3:27])[CH:25]=2)=[O:16])[CH2:13][C:12]2[C:7](=[CH:8][CH:9]=[CH:10][CH:11]=2)[CH2:6]1)=[O:4].[OH-].[K+].O>CCO>[C:26]([C:24]1[CH:25]=[C:17]([C:15]([NH:14][C:5]2([C:3]([OH:4])=[O:2])[CH2:6][C:7]3[C:12](=[CH:11][CH:10]=[CH:9][CH:8]=3)[CH2:13]2)=[O:16])[C:18]2[CH2:19][CH2:20][C:21]([CH3:31])([CH3:30])[C:22]=2[CH:23]=1)([CH3:27])([CH3:28])[CH3:29] |f:1.2|. The solvent is CCO (EtOH). Run at time 8 hour. Reactants: COC(=O)C=1C=C2C(=CNC2=CC1)C1CCN(CC1)CCN1C(C2=CC=CC=3C2=C(C1=O)C=CC3)=O (2-[2-(4-(5-methoxycarbonyl-3-indolyl)piperidino)ethyl]-2,3-dihydro-1H-benz[de]isoquinoline-1,3-dione). The solvent is [OH-].[K+] (KOH). Product: C(=O)(O)C=1C=C2C(=CNC2=CC1)C1CCN(CC1)CCN1C(C2=CC=CC=3C2=C(C1=O)C=CC3)=O (2-[2-(4-(5-carboxy-3-indolyl)piperidino)ethyl]-2,3-dihydro-1H-benz[de]isoquinoline-1,3-dione). RXN SMILES: C[O:2][C:3]([C:5]1[CH:6]=[C:7]2[C:11](=[CH:12][CH:13]=1)[NH:10][CH:9]=[C:8]2[CH:14]1[CH2:19][CH2:18][N:17]([CH2:20][CH2:21][N:22]2[C:31](=[O:32])[C:30]3[CH:33]=[CH:34][CH:35]=[C:28]4[C:29]=3[C:24](=[CH:25][CH:26]=[CH:27]4)[C:23]2=[O:36])[CH2:16][CH2:15]1)=[O:4]>[OH-].[K+]>[C:3]([C:5]1[CH:6]=[C:7]2[C:11](=[CH:12][CH:13]=1)[NH:10][CH:9]=[C:8]2[CH:14]1[CH2:15][CH2:16][N:17]([CH2:20][CH2:21][N:22]2[C:23](=[O:36])[C:24]3[CH:25]=[CH:26][CH:27]=[C:28]4[C:29]=3[C:30](=[CH:33][CH:34]=[CH:35]4)[C:31]2=[O:32])[CH2:18][CH2:19]1)([OH:4])=[O:2] |f:1.2|. Procedure: 0.8 g of 2-[2-(4-(5-methoxycarbonyl-3-indolyl)piperidino)ethyl]-2,3-dihydro-1H-benz[de]isoquinoline-1,3-dione[obtainable according to Example 1] is heated with 100 ml of 2N ethanolic KOH for 0.5 hours and worked up in the customary manner, and 2-[2-(4-(5-carboxy-3-indolyl)piperidino)ethyl]-2,3-dihydro-1H-benz[de]isoquinoline-1,3-dione is obtained. The reactants are Cc1cc2c(s1)C(=O)c1ccccc1-2, [K+], NN, [OH-], O, O, OCCOCCO. The product is Cc1cc2c(s1)Cc1ccccc1-2. RXN SMILES: [CH3:1][c:2]1[cH:3][c:4]2[c:5]([s:6]1)[C:7](=[O:14])[c:8]1[cH:9][cH:10][cH:11][cH:12][c:13]1-2.[K+:19].[NH2:16][NH2:17].[OH-:18].[OH2:15].[OH2:27].[OH:20][CH2:21][CH2:22][O:23][CH2:24][CH2:25][OH:26]>>[CH3:1][c:2]1[cH:3][c:4]2[c:5]([s:6]1)[CH2:7][c:8]1[cH:9][cH:10][cH:11][cH:12][c:13]1-2. Starting materials: O=C(O)c1cccnc1Cl, Nc1ccc2cn[nH]c2c1. The product is O=C(O)c1cccnc1Nc1ccc2cn[nH]c2c1. Reaction SMILES: [Cl:11][c:12]1[c:13]([C:14](=[O:15])[OH:16])[cH:17][cH:18][cH:19][n:20]1.[NH2:1][c:2]1[cH:3][cH:4][c:5]2[cH:6][n:7][nH:8][c:9]2[cH:10]1>>[NH:1]([c:2]1[cH:3][cH:4][c:5]2[cH:6][n:7][nH:8][c:9]2[cH:10]1)[c:12]1[c:13]([C:14](=[O:15])[OH:16])[cH:17][cH:18][cH:19][n:20]1. Reactants: CC1CN(Cc2ccccc2)C(C)CN1, CCN(C(C)C)C(C)C, FC(F)(F)c1nnc2ccc(Cl)nn12, CN(C)C=O. Yields the product CC1CN(c2ccc3nnc(C(F)(F)F)n3n2)C(C)CN1Cc1ccccc1. As a reaction SMILES: [CH2:15]([c:16]1[cH:17][cH:18][cH:19][cH:20][cH:21]1)[N:22]1[CH:23]([CH3:29])[CH2:24][NH:25][CH:26]([CH3:28])[CH2:27]1.[CH:30]([N:31]([CH2:32][CH3:33])[CH:34]([CH3:35])[CH3:36])([CH3:37])[CH3:38].[Cl:1][c:2]1[cH:3][cH:4][c:5]2[n:6]([n:7]1)[c:8]([C:11]([F:12])([F:13])[F:14])[n:9][n:10]2.[O:39]=[CH:40][N:41]([CH3:42])[CH3:43]>>[c:2]1([N:25]2[CH2:24][CH:23]([CH3:29])[N:22]([CH2:15][c:16]3[cH:17][cH:18][cH:19][cH:20][cH:21]3)[CH2:27][CH:26]2[CH3:28])[cH:3][cH:4][c:5]2[n:6]([n:7]1)[c:8]([C:11]([F:12])([F:13])[F:14])[n:9][n:10]2.